From a dataset of the Open Reaction Database (ORD), a public repository of structured organic reaction records. describe an organic reaction: reactants, conditions, products, and yield The reactants are C1(CC1)C(C#N)C(C)=O (2-cyclopropyl-3-oxobutanenitrile), C(=O)(O)[O-].[Na+] (NaHCO3), C1(CC1)C(C#N)C(C)=O (2-cyclopropyl-3-oxobutanenitrile), CC(=O)O (AcOH), O.NN (hydrazine hydrate). Run in O (water), C(C)O (ethanol). Run at temperature 80 celsius, time 8 hour. Yields the product C1(CC1)C=1C(=NNC1N)C (4-Cyclopropyl-3-methyl-1H-pyrazol-5-amine). Isolated yield 93.5%. As a reaction SMILES: [CH:1]1([CH:4]([C:7](=O)[CH3:8])[C:5]#[N:6])[CH2:3][CH2:2]1.CC(O)=O.O.[NH2:15][NH2:16].C([O-])(O)=O.[Na+]>C(O)C.O>[CH:1]1([C:4]2[C:7]([CH3:8])=[N:15][NH:16][C:5]=2[NH2:6])[CH2:3][CH2:2]1 |f:2.3,4.5|. Procedure details: Into a 250-mL round-bottom flask, was placed a solution of 2-cyclopropyl-3-oxobutanenitrile (compound 266.1, 4.0 g, 32.5 mmol) in ethanol (18 mL). AcOH (3 mL) and hydrazine hydrate (3.15 mL, 65 mmol) were added and the reaction was stirred overnight at 80° C. The reaction was cooled, then the pH was carefully adjusted to 9 with NaHCO3 (aq. sat.). The mixture was diluted with water, then extracted with ethyl acetate (6×60 mL) and the combined organic extracts were washed with brine (80 mL), dried...